This data is from the Open Reaction Database (ORD), a public repository of structured organic reaction records. The task is: describe an organic reaction: reactants, conditions, products, and yield Reactants: FCC1=NC2=CC=C(C=C2C(N1C1=C(C=C(C=C1)C)C)=O)[N+](=O)[O-] (2-fluoromethyl-3-(2,4-dimethylphenyl)-6-nitro-4(3H)-quinazolinone), stannous chloride dihydrate. The solvent is Cl (hydrochloric acid), CO (methanol). Product: FCC1=NC2=CC=C(C=C2C(N1C1=C(C=C(C=C1)C)C)=O)N (2-fluoromethyl-3-(2,4-dimethylphenyl)-6-amino-4(3H)-quinazolinone). Yield: 66.1%. RXN SMILES: [F:1][CH2:2][C:3]1[N:12]([C:13]2[CH:18]=[CH:17][C:16]([CH3:19])=[CH:15][C:14]=2[CH3:20])[C:11](=[O:21])[C:10]2[C:5](=[CH:6][CH:7]=[C:8]([N+:22]([O-])=O)[CH:9]=2)[N:4]=1>CO.Cl>[F:1][CH2:2][C:3]1[N:12]([C:13]2[CH:18]=[CH:17][C:16]([CH3:19])=[CH:15][C:14]=2[CH3:20])[C:11](=[O:21])[C:10]2[C:5](=[CH:6][CH:7]=[C:8]([NH2:22])[CH:9]=2)[N:4]=1. Reported procedure: 2.0 g of 2-fluoromethyl-3-(2,4-dimethylphenyl)-6-nitro-4(3H)-quinazolinone are suspended in 35 ml of methanol, and a solution of 5.4 g of stannous chloride dihydrate in 5 ml of conc. hydrochloric acid is added dropwise thereto under ice-cooling and stirring. Then, the mixture is stirred at room temperature overnight. The mixture is concentrated under reduced pressure to remove methanol, and water is added to the residue. The aqueous mixture is neutralized with sodium bicarbonate, and chloroform ... Starting materials: ClC1=CC=C(C=C1)S(=O)(=O)Cl (4-chlorophenylsulfonyl chloride), NCCCCN (1,4-diaminobutane), C(Cl)(Cl)Cl (chloroform). Solvent: ClC=CCl (1,2-dichloroethene). Product: ClC1=CC=C(C=C1)S(=O)(=O)NCCCCN (4-(4-chlorophenylsulfonylamino)butanamine). The yield is 64698.7%. Reaction SMILES: [NH2:1][CH2:2][CH2:3][CH2:4][CH2:5][NH2:6].[Cl:7][C:8]1[CH:13]=[CH:12][C:11]([S:14](Cl)(=[O:16])=[O:15])=[CH:10][CH:9]=1.C(Cl)(Cl)Cl>ClC=CCl>[Cl:7][C:8]1[CH:13]=[CH:12][C:11]([S:14]([NH:1][CH2:2][CH2:3][CH2:4][CH2:5][NH2:6])(=[O:16])=[O:15])=[CH:10][CH:9]=1. Procedure details: 26.4 g (0.3 mol) of 1,4-diaminobutane was dissolved in 100 ml of 1,2-dichloroethene and stirred together with 6.3 g (0.03 mmol) of 4-chlorophenylsulfonyl chloride at room temperature for 4 hours. After addition of chloroform, the reaction solution was filtered through celite, and the filtrate was washed with water three times and with saturated aqueous sodium chloride successively, dried over anhydrous magnesium sulfate and evaporated in vacuo for removal of the solvent to give 5.1 g of the titl... Reactants: NC1=C(C=CC(=C1)F)NC(=O)C=1C=CC=C2C(C=3N(C12)C=CC3)=O (9-oxo-9H-pyrrolo[1,2-a]indole-5-carboxylic acid (2-amino-4-fluorophenyl)amide). The solvent is C(C)(=O)O (acetic acid). Yields the product FC=1C=CC2=C(NC(=N2)C2=CC=CC=3C(C=4N(C23)C=CC4)=O)C1 (5-(6-fluoro-1H-benzimidazol-2-yl)pyrrolo[1,2-a]indol-9-one). Yield: 33.6%. As a reaction SMILES: [NH2:1][C:2]1[CH:7]=[C:6]([F:8])[CH:5]=[CH:4][C:3]=1[NH:9][C:10]([C:12]1[CH:13]=[CH:14][CH:15]=[C:16]2[C:20]=1[N:19]1[CH:21]=[CH:22][CH:23]=[C:18]1[C:17]2=[O:24])=O>C(O)(=O)C>[F:8][C:6]1[CH:5]=[CH:4][C:3]2[N:9]=[C:10]([C:12]3[C:20]4[N:19]5[CH:21]=[CH:22][CH:23]=[C:18]5[C:17](=[O:24])[C:16]=4[CH:15]=[CH:14][CH:13]=3)[NH:1][C:2]=2[CH:7]=1. Reported procedure: In a 250 ml round-bottomed flask, a mixture of 375 mg of 9-oxo-9H-pyrrolo[1,2-a]indole-5-carboxylic acid (2-amino-4-fluorophenyl)amide obtained according to the preceding stage, in 40 ml of glacial acetic acid, is refluxed for 3 hours. The reaction medium is evaporated to dryness under vacuum and the residue is chromatographed on silica gel (15-40 μm), elution being carried out with a gradient of methanol (0 to 30% by volume) in dichloromethane. 119 mg of 5-(6-fluoro-1H-benzimidazol-2-yl)pyrrolo... Starting materials: OC1CC2=NC3=C(N2C1)C=CC(=C3)[N+](=O)[O-] (2,3-dihydro-2-hydroxy-6-nitro-1H-pyrrolo[1,2-a]benzimidazole), Cl (hydrochloric acid), [H][H] (hydrogen). Reagents/catalysts: [Pd] (palladium-on-charcoal). The solvent is C(C)O (ethanol). Yields the product Cl.NC1=CC2=C(N3C(=N2)CC(C3)O)C=C1 (6-amino-2,3-dihydro-2-hydroxy-1H-pyrrolo[1,2-a]-benzimidazole hydrochloride). RXN SMILES: [OH:1][CH:2]1[CH2:9][N:8]2[C:4](=[N:5][C:6]3[CH:13]=[C:12]([N+:14]([O-])=O)[CH:11]=[CH:10][C:7]=32)[CH2:3]1.[ClH:17].[H][H]>C(O)C.[Pd]>[ClH:17].[NH2:14][C:12]1[CH:11]=[CH:10][C:7]2[N:8]3[CH2:9][CH:2]([OH:1])[CH2:3][C:4]3=[N:5][C:6]=2[CH:13]=1 |f:5.6|. Reported procedure: A mixture of 0.3 g (1.36 mmol) of the 2,3-dihydro-2-hydroxy-6-nitro-1H-pyrrolo[1,2-a]benzimidazole obtained in step IX-2 and of 100 mg of palladium-on-charcoal at 10% in 15 ml of ethanol and 2 ml of 1N hydrochloric acid is stirred for 5 hours at 20° C. under 4 bar of hydrogen. After this period of time, the reaction mixture is filtered over a celite buffer, the filtrate is concentrated under reduced pressure, and 0.35 g of the expected product is obtained in the form of a solid. Starting materials: CCO, CC(C)=C1OC(=O)N(c2cc(OC(C)C)c(Cl)cc2F)C1=O. Yields the product CC(C)Oc1cc(N2C(=O)OC(C(C)C)C2=O)c(F)cc1Cl. As a reaction SMILES: [CH3:23][CH2:24][OH:25].[F:1][c:2]1[c:3]([N:13]2[C:14](=[O:22])[O:15][C:16](=[C:19]([CH3:20])[CH3:21])[C:17]2=[O:18])[cH:4][c:5]([O:9][CH:10]([CH3:11])[CH3:12])[c:6]([Cl:8])[cH:7]1>>[F:1][c:2]1[c:3]([N:13]2[C:14](=[O:22])[O:15][CH:16]([CH:19]([CH3:20])[CH3:21])[C:17]2=[O:18])[cH:4][c:5]([O:9][CH:10]([CH3:11])[CH3:12])[c:6]([Cl:8])[cH:7]1.